Dataset: the Open Reaction Database (ORD), a public repository of structured organic reaction records. Task: describe an organic reaction: reactants, conditions, products, and yield Reactants: CC1(C)CC(OC(=O)c2ccccc2)CC(C)(C)N1O, CC(C)(C)OOC(C)(C)C, Clc1ccccc1. The product is CON1C(C)(C)CC(OC(=O)c2ccccc2)CC1(C)C. RXN SMILES: [C:1]([c:2]1[cH:3][cH:4][cH:5][cH:6][cH:7]1)(=[O:8])[O:9][CH:10]1[CH2:11][C:12]([CH3:19])([CH3:20])[N:13]([OH:18])[C:14]([CH3:16])([CH3:17])[CH2:15]1.[C:21]([O:22][O:23][C:24]([CH3:25])([CH3:26])[CH3:27])([CH3:28])([CH3:29])[CH3:30].[Cl:31][c:32]1[cH:33][cH:34][cH:35][cH:36][cH:37]1>>[C:1]([c:2]1[cH:3][cH:4][cH:5][cH:6][cH:7]1)(=[O:8])[O:9][CH:10]1[CH2:11][C:12]([CH3:19])([CH3:20])[N:13]([O:18][CH3:21])[C:14]([CH3:16])([CH3:17])[CH2:15]1. The reactants are COC1=C(C=CC(=C1)OC)C(=O)C1=C(C(=CC=C1)Cl)F ((2,4-dimethoxyphenyl)[2-fluoro-3-chlorophenyl]methanone), O.NN (hydrazine hydrate). Reagents/catalysts: CN(C)C=1C=CN=CC1 (DMAP). Product: ClC=1C=CC=C2C(=NNC12)C1=C(C=C(C=C1)OC)OC (7-CHLORO-3-(2,4-DIMETHOXYPHENYL)-1H-INDAZOLE). Yield: 52.2%. RXN SMILES: [CH3:1][O:2][C:3]1[CH:8]=[C:7]([O:9][CH3:10])[CH:6]=[CH:5][C:4]=1[C:11]([C:13]1[CH:18]=[CH:17][CH:16]=[C:15]([Cl:19])[C:14]=1F)=O.O.[NH2:22][NH2:23]>CN(C1C=CN=CC=1)C>[Cl:19][C:15]1[CH:16]=[CH:17][CH:18]=[C:13]2[C:14]=1[NH:23][N:22]=[C:11]2[C:4]1[CH:5]=[CH:6][C:7]([O:9][CH3:10])=[CH:8][C:3]=1[O:2][CH3:1] |f:1.2|. Procedure: Prepared as in Example 104 from (2,4-dimethoxyphenyl)[2-fluoro-3-chlorophenyl]methanone (1.20 g, 4.1 mmol), hydrazine hydrate (1.61 mL, 51.7 mmol) and DMAP (0.632 g, 5.17 mmol) to give the product (0.618 g) as a yellow solid. The reactants are C(C1=CC=CC=C1)(=O)[O-] (benzoate), C(C)OC(C1=CC=C(C=C1)C#CC=1C=C2C(CC(SC2=CC1)C)(C)C)=O (Ethyl-4[(2,4,4-trimethyl-6-thiochromanyl)-ethynyl]benzoate), [OH-].[K+] (potassium hydroxide). Run at time 16 hour. Yields the product CC1SC2=CC=C(C=C2C(C1)(C)C)C1=CC(=C(C(=O)O)C=C1)C#C (4-(2,4,4-trimethyl-6-thiochromanyl)-ethynyl benzoic acid). As a reaction SMILES: [C:1]([O-:9])(=[O:8])[C:2]1[CH:7]=[CH:6][CH:5]=[CH:4][CH:3]=1.C(OC(=O)C1C=CC([C:20]#[C:21][C:22]2[CH:23]=[C:24]3[C:29](=[CH:30][CH:31]=2)[S:28][CH:27]([CH3:32])[CH2:26][C:25]3([CH3:34])[CH3:33])=CC=1)C.[OH-].[K+]>>[CH3:32][CH:27]1[CH2:26][C:25]([CH3:34])([CH3:33])[C:24]2[C:29](=[CH:30][CH:31]=[C:22]([C:21]3[CH:4]=[CH:3][C:2]([C:1]([OH:9])=[O:8])=[C:7]([C:6]#[CH:5])[CH:20]=3)[CH:23]=2)[S:28]1 |f:2.3|. Procedure: A mixture of 37 mg (0.102 mmol) of ethyl 4(2,4,4-trimethyl-6-thiochromanyl)-ethynyl]benzoate (Compound 56) and 11 ml of ethanolic potassium hydroxide solution was stirred at room temperature for 16 hours. The solvent was removed in vacuo and the residue was taken up with water and then acidified with IN HCl. The mixture was extracted with three portions of ether. The organic extracts were combined and then washed with water and saturated NaCl solution and dried (MgSO4). The solvent was removed i... Reactants: CC=1C=C2C=CNC2=CC1 (5-methyl-1H-indole), CCO (EtOH). Reagents/catalysts: [Pd] (Pd/C). The solvent is CCOC(=O)C (EtOAc). Product: N (NH3), CC=1C=C2C(=CNC2=CC1)C(=O)[C@@H]1NCCC1 ((R)-5-Methyl-3-[(pyrrolidin-2-yl)carbonyl]-1H-indole). Yield: 15.0%. Reaction SMILES: [CH3:1][C:2]1[CH:3]=[C:4]2[C:8](=[CH:9][CH:10]=1)[NH:7][CH:6]=[CH:5]2.[CH3:11][CH2:12][OH:13]>CCOC(C)=O.[Pd]>[NH3:7].[CH3:1][C:2]1[CH:3]=[C:4]2[C:8](=[CH:9][CH:10]=1)[NH:7][CH:6]=[C:5]2[C:12]([C@H:11]1[CH2:4][CH2:5][CH2:6][NH:7]1)=[O:13]. Procedure: To a stirred solution of (R)-3-[(N-benzyloxycarbonylpyrrolidin-2-yl)carbonyl)]-5-methyl-1H-indole (Example 5b) in EtOAc (10 mL) was added EtOH (10 mL) and Pd/C (1.3 g). The reaction mixture was stirred at room temperature under a hydrogen atmosphere until the starting material was consumed. At this time, the reaction mixture was filtered through celite and the solvent was evaporated. The crude product was purified by column chromatography (4:1 CHCl3 : NH3 (2M in MeOH) to yield the title compound... Reactants: C(C)OC(=O)NC=1C=C(CN2N=C(C=CC2=O)C=2C=C(C=CC2)CC(=O)O)C=CC1 (3-[1-(3-ethoxycarbonylaminobenzyl)-6-oxo-1,6-dihydropyridazin-3-yl]phenylacetic acid), C(C)(C)(C)OC(=O)NCCCCN (N-tert-butyloxycarbonyl-1,4-diaminobutane), CN1CCOCC1 (4-methylmorpholine), ON1N=NC2=C1C=CC=C2 (1-hydroxybenzotriazole), Cl.CN(CCCN=C=NCC)C (N-(3-dimethylaminopropyl)-N′-ethylcarbodiimide hydrochloride). The solvent is CN(C)C=O (DMF). Run at time 24 hour. Yields the product C(C)OC(NC1=CC(=CC=C1)CN1N=C(C=CC1=O)C1=CC=C(C=C1)CC(NCCCCNC(=O)OC(C)(C)C)=O)=O (ethyl[3-(3-{4-[(4-tert-butoxycarbonylaminobutyl-carbamoyl)methyl]phenyl}-6-oxo-6H-pyridazin-1-ylmethyl)phenyl]-carbamate). RXN SMILES: [CH2:1]([O:3][C:4]([NH:6][C:7]1[CH:8]=[C:9]([CH:28]=[CH:29][CH:30]=1)[CH2:10][N:11]1[C:16](=[O:17])[CH:15]=[CH:14][C:13]([C:18]2[CH:19]=[C:20](CC(O)=O)[CH:21]=[CH:22][CH:23]=2)=[N:12]1)=[O:5])[CH3:2].[C:31]([O:35][C:36]([NH:38][CH2:39][CH2:40][CH2:41][CH2:42][NH2:43])=[O:37])([CH3:34])([CH3:33])[CH3:32].CN1CC[O:48][CH2:47][CH2:46]1.ON1C2C=CC=CC=2N=N1.Cl.CN(C)CCCN=C=NCC>CN(C=O)C>[CH2:1]([O:3][C:4](=[O:5])[NH:6][C:7]1[CH:30]=[CH:29][CH:28]=[C:9]([CH2:10][N:11]2[C:16](=[O:17])[CH:15]=[CH:14][C:13]([C:18]3[CH:23]=[CH:22][C:21]([CH2:46][C:47](=[O:48])[NH:43][CH2:42][CH2:41][CH2:40][CH2:39][NH:38][C:36]([O:35][C:31]([CH3:34])([CH3:33])[CH3:32])=[O:37])=[CH:20][CH:19]=3)=[N:12]2)[CH:8]=1)[CH3:2] |f:4.5|. Reported procedure: 0.5 mmol of 3-[1-(3-ethoxycarbonylaminobenzyl)-6-oxo-1,6-dihydropyridazin-3-yl]phenylacetic acid are suspended in 2 ml of DMF, and 0.6 mmol of N-tert-butyloxycarbonyl-1,4-diaminobutane, 1 mmol of 4-methylmorpholine, 70 mg (0.5 mmol) of 1-hydroxybenzotriazole and 1 mmol of N-(3-dimethylaminopropyl)-N′-ethylcarbodiimide hydrochloride are added. The reaction mixture is stirred at room temperature for 24 h and purified by means of preparative HPLC. Solvent: O (water). Procedure: 400 mg (0.0018 mol, 1 eq) of 4-bromo-2-fluoro-1-nitro-benzene, 330 mg (0.0018 mol, 1 eq) of D9, 350 mg (0.0027 mol, 1.5 eq) of diisopropylethylamine, and 5 mL of dimethylformamide were combined, heated to 200° C. and held for 1 min in a microwave reactor. 80 mL of water was then added and the reaction extracted with 2×75 mL of dichloromethane. The dichloromethane layers were combined, dried with sodium sulfate, and evaporated to yield N-(5-bromo-2-nitrophenyl)-1-(tetrahydro-2H-pyran-4-yl)-4-pipe... The product is BrC=1C=CC(=C(C1)NC1CCN(CC1)C1CCOCC1)[N+](=O)[O-] (N-(5-bromo-2-nitrophenyl)-1-(tetrahydro-2H-pyran-4-yl)-4-piperidinamine). Reaction SMILES: [Br:1][C:2]1[CH:7]=[CH:6][C:5]([N+:8]([O-:10])=[O:9])=[C:4](F)[CH:3]=1.[O:12]1[CH2:17][CH2:16][CH:15]([N:18]2[CH2:23][CH2:22][CH:21]([NH2:24])[CH2:20][CH2:19]2)[CH2:14][CH2:13]1.C(N(C(C)C)CC)(C)C.CN(C)C=O>O>[Br:1][C:2]1[CH:7]=[CH:6][C:5]([N+:8]([O-:10])=[O:9])=[C:4]([NH:24][CH:21]2[CH2:20][CH2:19][N:18]([CH:15]3[CH2:16][CH2:17][O:12][CH2:13][CH2:14]3)[CH2:23][CH2:22]2)[CH:3]=1. Reactants: BrC1=CC(=C(C=C1)[N+](=O)[O-])F (4-bromo-2-fluoro-1-nitro-benzene), CN(C=O)C (dimethylformamide), O1CCC(CC1)N1CCC(CC1)N (1-(Tetrahydro-2H-pyran-4-yl)-4-piperidinamine), C(C)(C)N(CC)C(C)C (diisopropylethylamine). Reaction conditions: temperature 200 celsius, time 1 minute. Starting materials: C1CCOC1, COC(=O)c1cccc2c1ccn2CCOc1ccccc1, CO, [Cl-], [NH4+], [Na+], [OH-]. The product is O=C(O)c1cccc2c1ccn2CCOc1ccccc1. RXN SMILES: [CH2:23]1[O:24][CH2:25][CH2:26][CH2:27]1.[CH3:1][O:2][C:3](=[O:4])[c:5]1[c:6]2[cH:7][cH:8][n:9]([CH2:14][CH2:15][O:16][c:17]3[cH:18][cH:19][cH:20][cH:21][cH:22]3)[c:10]2[cH:11][cH:12][cH:13]1.[CH3:28][OH:29].[Cl-:32].[NH4+:33].[Na+:31].[OH-:30]>>[O:2]=[C:3]([OH:4])[c:5]1[c:6]2[cH:7][cH:8][n:9]([CH2:14][CH2:15][O:16][c:17]3[cH:18][cH:19][cH:20][cH:21][cH:22]3)[c:10]2[cH:11][cH:12][cH:13]1. The reactants are ClC(=O)C1=CC=C(C=C1)C(CC(=O)OC)(C)C (methyl 3-(4-(chlorocarbonyl)phenyl)-3-methylbutanoate), CC1=NN2C(N=C(C=C2C2=CC=CC=C2)N)=C1 (2-methyl-7-phenylpyrazolo[1,5-a]pyrimidin-5-amine), C(=O)(O)[O-].[Na+] (NaHCO3). Run in ClCCl (dichloromethane), N1=CC=CC=C1 (pyridine). Conditions: time 72 hour. The product is CC(CC(=O)OC)(C)C1=CC=C(C=C1)C(NC1=NC=2N(C(=C1)C1=CC=CC=C1)N=C(C2)C)=O (Methyl 3-methyl-3-(4-(2-methyl-7-phenylpyrazolo[1,5-a]pyrimidin-5-ylcarbamoyl)phenyl)butanoate). Yield: 15.2%. Reaction SMILES: [CH3:1][C:2]1[CH:17]=[C:5]2[N:6]=[C:7]([NH2:16])[CH:8]=[C:9]([C:10]3[CH:15]=[CH:14][CH:13]=[CH:12][CH:11]=3)[N:4]2[N:3]=1.Cl[C:19]([C:21]1[CH:26]=[CH:25][C:24]([C:27]([CH3:34])([CH3:33])[CH2:28][C:29]([O:31][CH3:32])=[O:30])=[CH:23][CH:22]=1)=[O:20].C([O-])(O)=O.[Na+]>N1C=CC=CC=1.ClCCl>[CH3:34][C:27]([C:24]1[CH:23]=[CH:22][C:21]([C:19](=[O:20])[NH:16][C:7]2[CH:8]=[C:9]([C:10]3[CH:15]=[CH:14][CH:13]=[CH:12][CH:11]=3)[N:4]3[N:3]=[C:2]([CH3:1])[CH:17]=[C:5]3[N:6]=2)=[CH:26][CH:25]=1)([CH3:33])[CH2:28][C:29]([O:31][CH3:32])=[O:30] |f:2.3|. Reported procedure: In a 50 ml pear flask was added 2-methyl-7-phenylpyrazolo[1,5-a]pyrimidin-5-amine (10A, 200 mg, 0.89 mmol) in pyridine (5 ml) to give a light yellow solution. A solution of methyl 3-(4-(chlorocarbonyl)phenyl)-3-methylbutanoate (230 mg, 0.89 mmol) in dichloromethane (1 ml) was added to the reaction mixture at room temperature, which was then stirred for 72 h. Saturated NaHCO3 was added and pyridine was mostly removed in vacuo. The residue was partitioned between saturated NaHCO3 and ethyl acetate... The reactants are BrC1=C(C=CC=C1)S (o-bromothiophenol), [Na] (sodium), BrCC(CCC)Cl (1-bromo-2-chloropentane). Run in C(C)O (ethanol), C(C)O (ethanol). Run at time 1 hour. The product is ClC(CSC1=C(C=CC=C1)Br)CCC (o-bromophenyl 2-chloro-1-pentyl sulfide). Yield: 95.2%. As a reaction SMILES: [Na].[Br:2][C:3]1[CH:8]=[CH:7][CH:6]=[CH:5][C:4]=1[SH:9].Br[CH2:11][CH:12]([Cl:16])[CH2:13][CH2:14][CH3:15]>C(O)C>[Cl:16][CH:12]([CH2:13][CH2:14][CH3:15])[CH2:11][S:9][C:4]1[CH:5]=[CH:6][CH:7]=[CH:8][C:3]=1[Br:2] |^1:0|. Procedure details: To a solution of 23.0 g of sodium metal in 500 ml of absolute ethanol is added, in about 0.5 hour, a solution of 173.0 g of o-bromothiophenol in 250 ml of absolute ethanol. The mixture is stirred and heated under reflux for about 0.5 hour, cooled to 0°, and treated, dropwise, with 185.5 g of 1-bromo-2-chloropentane. The addition requires about 1 hour. The mixture is stirred for about 2 hours at 0°, warmed slowly to reflux, and then heated under reflux for two hours. The mixture is filtered and t...